This data is from the Open Reaction Database (ORD), a public repository of structured organic reaction records. The task is: describe an organic reaction: reactants, conditions, products, and yield Yields the product COc1ccc(OC)c2c(C#C[Si](C)(C)C)c3ccccc3nc12. RXN SMILES: [CH3:1][O:2][c:3]1[cH:4][cH:5][c:6]([O:25][CH3:26])[c:7]2[n:8][c:9]3[cH:10][cH:11][cH:12][cH:13][c:14]3[c:15]([O:17][S:18]([C:19]([F:20])([F:21])[F:22])(=[O:23])=[O:24])[c:16]12.[CH3:36][Si:37]([CH3:38])([CH3:39])[C:40]#[CH:41].[CH:27]([N:28]([CH2:29][CH3:30])[CH:31]([CH3:32])[CH3:33])([CH3:34])[CH3:35].[O:42]1[CH2:43][CH2:44][CH2:45][CH2:46]1.[Pd:47].[c:105]1([P:106]([c:107]2[cH:108][cH:109][cH:110][cH:111][cH:112]2)[c:113]2[cH:114][cH:115][cH:116][cH:117][cH:118]2)[cH:119][cH:120][cH:121][cH:122][cH:123]1.[c:48]1([P:49]([c:50]2[cH:51][cH:52][cH:53][cH:54][cH:55]2)[c:56]2[cH:57][cH:58][cH:59][cH:60][cH:61]2)[cH:62][cH:63][cH:64][cH:65][cH:66]1.[c:67]1([P:68]([c:69]2[cH:70][cH:71][cH:72][cH:73][cH:74]2)[c:75]2[cH:76][cH:77][cH:78][cH:79][cH:80]2)[cH:81][cH:82][cH:83][cH:84][cH:85]1.[c:86]1([P:87]([c:88]2[cH:89][cH:90][cH:91][cH:92][cH:93]2)[c:94]2[cH:95][cH:96][cH:97][cH:98][cH:99]2)[cH:100][cH:101][cH:102][cH:103][cH:104]1>>[CH3:1][O:2][c:3]1[cH:4][cH:5][c:6]([O:25][CH3:26])[c:7]2[n:8][c:9]3[cH:10][cH:11][cH:12][cH:13][c:14]3[c:15]([C:41]#[C:40][Si:37]([CH3:36])([CH3:38])[CH3:39])[c:16]12. The reactants are COc1ccc(OC)c2c(OS(=O)(=O)C(F)(F)F)c3ccccc3nc12, C#C[Si](C)(C)C, CCN(C(C)C)C(C)C, C1CCOC1, [Pd], c1ccc(P(c2ccccc2)c2ccccc2)cc1, c1ccc(P(c2ccccc2)c2ccccc2)cc1, c1ccc(P(c2ccccc2)c2ccccc2)cc1, c1ccc(P(c2ccccc2)c2ccccc2)cc1. The reactants are ClC(C(=O)C1=CC=C(C=C1)OCC1=CC=CC=C1)C (2-chloro-1-(4-benzyloxyphenyl)-1-propanone), FC1=CC=C(C=C1)C1(OCCO1)C1CCNCC1 (2-(4-fluorophenyl)-2-(4-piperidyl)-1,3-dioxolane), C([O-])([O-])=O.[K+].[K+] (potassium carbonate). Solvent: C(C)#N (acetonitrile). Product: C(C1=CC=CC=C1)(=O)OC1=CC=C(C=C1)C(C(C)N1CCC(CC1)C1(OCCO1)C1=CC=C(C=C1)F)=O (1-(4-benzoyloxyphenyl)-2-(4-[2-(4-fluorophenyl)-1,3-dioxolan-2-yl]-1-piperidyl)-1-propanone). Reaction SMILES: Cl[CH:2]([CH3:19])[C:3]([C:5]1[CH:10]=[CH:9][C:8]([O:11][CH2:12][C:13]2[CH:18]=[CH:17][CH:16]=[CH:15][CH:14]=2)=[CH:7][CH:6]=1)=[O:4].[F:20][C:21]1[CH:26]=[CH:25][C:24]([C:27]2([CH:32]3[CH2:37][CH2:36][NH:35][CH2:34][CH2:33]3)[O:31][CH2:30][CH2:29][O:28]2)=[CH:23][CH:22]=1.C(=O)([O-])[O-:39].[K+].[K+]>C(#N)C>[C:12]([O:11][C:8]1[CH:9]=[CH:10][C:5]([C:3](=[O:4])[CH:2]([N:35]2[CH2:36][CH2:37][CH:32]([C:27]3([C:24]4[CH:25]=[CH:26][C:21]([F:20])=[CH:22][CH:23]=4)[O:31][CH2:30][CH2:29][O:28]3)[CH2:33][CH2:34]2)[CH3:19])=[CH:6][CH:7]=1)(=[O:39])[C:13]1[CH:18]=[CH:17][CH:16]=[CH:15][CH:14]=1 |f:2.3.4|. Procedure details: A mixture of 10.99 g (0.04 mole) of 2-chloro-1-(4-benzyloxyphenyl)-1-propanone, 10.05 g (0.04 mole) of 2-(4-fluorophenyl)-2-(4-piperidyl)-1,3-dioxolane, 5.52 g of potassium carbonate and 150 ml of acetonitrile is heated under reflux for 4 h. Working as described in Example 4a, an oil is isolated which is used as it is in the following stage. Starting materials: Cc1ccccc1, O=Cc1c(F)cccc1Cl, OCCO, Cc1ccc(S(=O)(=O)O)cc1. Product: Fc1cccc(Cl)c1C1OCCO1. Reaction SMILES: [CH3:26][c:27]1[cH:28][cH:29][cH:30][cH:31][cH:32]1.[Cl:1][c:2]1[c:3]([CH:4]=[O:5])[c:6]([F:10])[cH:7][cH:8][cH:9]1.[OH:11][CH2:12][CH2:13][OH:14].[c:15]1([CH3:16])[cH:17][cH:18][c:19]([S:20]([OH:21])(=[O:22])=[O:23])[cH:24][cH:25]1>>[Cl:1][c:2]1[c:3]([CH:4]2[O:5][CH2:13][CH2:12][O:11]2)[c:6]([F:10])[cH:7][cH:8][cH:9]1. Starting materials: CC1(OC[C@@H](O1)COC1=CC=C(C=C1)C#N)C ((4S)-2,2-dimethyl-4-(4-cyanophenoxy)methyl-1,3-dioxolane), Cl (hydrochloric acid). Run in CO (methanol), O (water). Reaction conditions: time 8 hour. Product: C(#N)C1=CC=C(OC[C@@H](CO)O)C=C1 ((2R)-3-(4-cyanophenoxy)propane-1,2-diol). Yield: 72.1%. As a reaction SMILES: CC1(C)[O:6][C@@H:5]([CH2:7][O:8][C:9]2[CH:14]=[CH:13][C:12]([C:15]#[N:16])=[CH:11][CH:10]=2)[CH2:4][O:3]1.Cl>CO.O>[C:15]([C:12]1[CH:13]=[CH:14][C:9]([O:8][CH2:7][C@H:5]([OH:6])[CH2:4][OH:3])=[CH:10][CH:11]=1)#[N:16]. Procedure: 77 g of (4S)-2,2-dimethyl-4-(4-cyanophenoxy)methyl-1,3-dioxolane, was dissolved in methanol (200 ml) and water (75 ml). Concentrated hydrochloric acid (0.5 ml) was added and the mixture was kept at 50° C. overnight. It was evaporated at reduced pressure and recrystallized from water to yield 46 g of the title compound as white leaves, m.p. 63°-65° C. Starting materials: CC1(OB(OC1(C)C)C1=CC=2C(NCCC2N1)=O)C (2-(4,4,5,5-tetramethyl-1,3,2-dioxaborolan-2-yl)-6,7-dihydro-1H-pyrrolo[3,2-c]pyridin-4(5H)-one), K2PO4, CC(C)C1=CC(=C(C(=C1)C(C)C)C2=C(C=CC=C2)P(C3CCCCC3)C4CCCCC4)C(C)C (Xphos), BrC=1C(=CC=C2N=C(C(=NC12)NC(CO)(C)C)C)F (2-((8-bromo-7-fluoro-3-methylquinoxalin-2-yl)amino)-2-methylpropan-1-ol). Reagents/catalysts: C=1C=CC(=CC1)/C=C/C(=O)/C=C/C2=CC=CC=C2.C=1C=CC(=CC1)/C=C/C(=O)/C=C/C2=CC=CC=C2.C=1C=CC(=CC1)/C=C/C(=O)/C=C/C2=CC=CC=C2.[Pd].[Pd] (Pd2dba3). Solvent: O1CCOCC1 (dioxane), O (water), O (water). Reaction conditions: temperature 110 celsius. The product is FC=1C(=C2N=C(C(=NC2=CC1)C)NC(CO)(C)C)C1=CC=2C(NCCC2N1)=O (2-(6-fluoro-3-((1-hydroxy-2-methylpropan-2-yl)amino)-2-methylquinoxalin-5-yl)-6,7-dihydro-1H-pyrrolo[3,2-c]pyridin-4(5H)-one). Isolated yield 64.7%. As a reaction SMILES: CC1(C)C(C)(C)OB([C:9]2[NH:17][C:16]3[CH2:15][CH2:14][NH:13][C:12](=[O:18])[C:11]=3[CH:10]=2)O1.CC(C1C=C(C(C)C)C(C2C=CC=CC=2P(C2CCCCC2)C2CCCCC2)=C(C(C)C)C=1)C.Br[C:55]1[C:56]([F:72])=[CH:57][CH:58]=[C:59]2[C:64]=1[N:63]=[C:62]([NH:65][C:66]([CH3:70])([CH3:69])[CH2:67][OH:68])[C:61]([CH3:71])=[N:60]2>O1CCOCC1.O.C1C=CC(/C=C/C(/C=C/C2C=CC=CC=2)=O)=CC=1.C1C=CC(/C=C/C(/C=C/C2C=CC=CC=2)=O)=CC=1.C1C=CC(/C=C/C(/C=C/C2C=CC=CC=2)=O)=CC=1.[Pd].[Pd]>[F:72][C:56]1[C:55]([C:9]2[NH:17][C:16]3[CH2:15][CH2:14][NH:13][C:12](=[O:18])[C:11]=3[CH:10]=2)=[C:64]2[C:59](=[CH:58][CH:57]=1)[N:60]=[C:61]([CH3:71])[C:62]([NH:65][C:66]([CH3:70])([CH3:69])[CH2:67][OH:68])=[N:63]2 |f:5.6.7.8.9|. Procedure details: 5-Bromo-3-chloro-6-fluoro-2-methylquinoxaline (600), (242 mg, 0.878 mmol) and 2-amino-2-methylpropan-1-ol (Aldrich Chemical Company) (0.42 mL, 4.39 mmol) in DMSO (4.0 mL) was stirred at 100° C. (17 h). The reaction mixture was treated with EtOAc (50 mL), and washed with saturated aq. NaHCO3 (2×25 mL) and then with brine (1×25 mL). The organic layer was dried over MgSO4, filtered and concentrated. The crude product was purified using an ISCO Combiflash Rf (25 g Thomson SingleStep column with a gr... Starting materials: CN1C(OC2=C1C=CC(=C2)C=CCN2CCN(CC2)C2=CC=C(C=C2)F)=O (3-methyl-6-{3-[4-(4-fluorophenyl)-1-piperazinyl]-1-propenyl}benzoxazolinone). The reagents and catalysts are [Ni] (Raney nickel). Run in C(C)(=O)OCC (ethyl acetate). The product is CN1C(OC2=C1C=CC(=C2)CCCN2CCN(CC2)C2=CC=C(C=C2)F)=O (3-Methyl-6-{3-[4-(4-fluorophenyl)-1-piperazinyl]propyl}benzoxazolinone). RXN SMILES: [CH3:1][N:2]1[C:6]2[CH:7]=[CH:8][C:9]([CH:11]=[CH:12][CH2:13][N:14]3[CH2:19][CH2:18][N:17]([C:20]4[CH:25]=[CH:24][C:23]([F:26])=[CH:22][CH:21]=4)[CH2:16][CH2:15]3)=[CH:10][C:5]=2[O:4][C:3]1=[O:27]>C(OCC)(=O)C.[Ni]>[CH3:1][N:2]1[C:6]2[CH:7]=[CH:8][C:9]([CH2:11][CH2:12][CH2:13][N:14]3[CH2:15][CH2:16][N:17]([C:20]4[CH:21]=[CH:22][C:23]([F:26])=[CH:24][CH:25]=4)[CH2:18][CH2:19]3)=[CH:10][C:5]=2[O:4][C:3]1=[O:27]. Reported procedure: 0.01 mole of 3-methyl-6-{3-[4-(4-fluorophenyl)-1-piperazinyl]-1-propenyl}benzoxazolinone is dissolved in ethyl acetate in a 500-cm3 flask equipped with a three-way tap and a magnetic stirrer, and 0.5 g of Raney nickel is then added. The mixture is stirred under a hydrogen atmosphere at room temperature and atmospheric pressure. After the theoretical amount of hydrogen has been absorbed, the reaction medium is filtered and the filtrate is evaporated to dryness on a water bath under vacuum. The re... Starting materials: CC(=O)O, CC1=NC(C)(C)SC1, O=N[O-], [Na+], O. Product: CC1=NC(C)(C)SC1=NO. RXN SMILES: [CH3:13][C:14](=[O:15])[OH:16].[CH3:1][C:2]1([CH3:8])[S:3][CH2:4][C:5]([CH3:7])=[N:6]1.[N:9](=[O:10])[O-:11].[Na+:12].[OH2:17]>>[CH3:1][C:2]1([CH3:8])[S:3][C:4](=[N:9][OH:10])[C:5]([CH3:7])=[N:6]1.